Task: describe an organic reaction: reactants, conditions, products, and yield. Dataset: the Open Reaction Database (ORD), a public repository of structured organic reaction records Starting materials: Compound II, ClC1=CC=C(CNC(=O)NN(C)CC(=O)O)C=C1 (2-(2-(4-chlorobenzylcarbamoyl)-1-methylhydrazinyl)acetic acid), N[C@H](C(=O)N([C@H](C(OCC)OCC)C)CC=1C2=C(SC1)C=CC=C2)CC2=CC=C(C=C2)OC(C)(C)C ((S)-2-amino-N-(benzo[b]thiophen-3-ylmethyl)-3-(4-tert-butoxyphenyl)-N—((S)-1,1-diethoxypropan-2-yl)propanamide). Product: ClC1=CC=C(CNC(NN(C)CC(=O)N[C@H](C(=O)N([C@H](C(OCC)OCC)C)CC=2C3=C(SC2)C=CC=C3)CC3=CC=C(C=C3)OC(C)(C)C)=O)C=C1 (4-(4-chlorobenzyl)-1-(2-((S)-1-((benzo[b]thiophen-3-ylmethyl)((S)-1,1-diethoxypropan-2-yl)amino)-3-(4-tert-butoxyphenyl)-1-oxopropan-2-ylamino)-2-oxoethyl)-1-methylsemicarbazide). As a reaction SMILES: [Cl:1][C:2]1[CH:18]=[CH:17][C:5]([CH2:6][NH:7][C:8]([NH:10][N:11]([CH2:13][C:14]([OH:16])=O)[CH3:12])=[O:9])=[CH:4][CH:3]=1.[NH2:19][C@@H:20]([CH2:43][C:44]1[CH:49]=[CH:48][C:47]([O:50][C:51]([CH3:54])([CH3:53])[CH3:52])=[CH:46][CH:45]=1)[C:21]([N:23]([CH2:33][C:34]1[C:35]2[CH:42]=[CH:41][CH:40]=[CH:39][C:36]=2[S:37][CH:38]=1)[C@@H:24]([CH3:32])[CH:25]([O:29][CH2:30][CH3:31])[O:26][CH2:27][CH3:28])=[O:22]>>[Cl:1][C:2]1[CH:3]=[CH:4][C:5]([CH2:6][NH:7][C:8](=[O:9])[NH:10][N:11]([CH2:13][C:14]([NH:19][C@@H:20]([CH2:43][C:44]2[CH:49]=[CH:48][C:47]([O:50][C:51]([CH3:54])([CH3:52])[CH3:53])=[CH:46][CH:45]=2)[C:21]([N:23]([CH2:33][C:34]2[C:35]3[CH:42]=[CH:41][CH:40]=[CH:39][C:36]=3[S:37][CH:38]=2)[C@@H:24]([CH3:32])[CH:25]([O:29][CH2:30][CH3:31])[O:26][CH2:27][CH3:28])=[O:22])=[O:16])[CH3:12])=[CH:17][CH:18]=1. Reported procedure: According to the procedure described in the synthesis method of Compound II-15, 2-(2-(4-chlorobenzylcarbamoyl)-1-methylhydrazinyl)acetic acid (Compound VI-7) 79 mg (0.29 mmol) was coupled with (S)-2-amino-N-(benzo[b]thiophen-3-ylmethyl)-3-(4-tert-butoxyphenyl)-N—((S)-1,1-diethoxypropan-2-yl)propanamide (Compound IV-6) 100 mg (0.20 mmol) to obtain the title compound. Reactants: CCCC[N+](CCCC)(CCCC)CCCC.[F-] (TBAF), CCCC[N+](CCCC)(CCCC)CCCC.[F-] (TBAF), C(C)(=O)[C@@H]1[C@H]([C@@H]([C@H]2N=C(S[C@H]2O1)N(C(OC(C)(C)C)=O)C)OCC=C)OCC=C (tert-butyl (3aR,5S,6S,7R,7aR)-5-acetyl-6,7-bis(allyloxy)-5,6,7,7a-tetrahydro-3aH-pyrano[3,2-d]thiazol-2-yl(methyl)carbamate), [Si](C)(C)(C)C(F)(F)F (TMS-CF3). Run in C1CCOC1 (THF), C1CCOC1 (THF). Run at temperature 0 celsius, time 30 minute. The product is C(C=C)O[C@H]1[C@@H]([C@H]2N=C(S[C@H]2O[C@@H]1[C@](C(F)(F)F)(C)O)N(C(OC(C)(C)C)=O)C)OCC=C (tert-butyl (3aR,5S,6S,7R,7aR)-6,7-bis(allyloxy)-5-((S)-1,1,1-trifluoro-2-hydroxypropan-2-yl)-5,6,7,7a-tetrahydro-3aH-pyrano[3,2-d]thiazol-2-yl(methyl)carbamate). The yield is 69.0%. Reaction SMILES: CCCC[N+](CCCC)(CCCC)CCCC.[F-].[C:19]([C@H:22]1[O:30][C@H:29]2[C@H:25]([N:26]=[C:27]([N:31]([CH3:39])[C:32](=[O:38])[O:33][C:34]([CH3:37])([CH3:36])[CH3:35])[S:28]2)[C@@H:24]([O:40][CH2:41][CH:42]=[CH2:43])[C@@H:23]1[O:44][CH2:45][CH:46]=[CH2:47])(=[O:21])[CH3:20].[Si]([C:52]([F:55])([F:54])[F:53])(C)(C)C>C1COCC1>[CH2:45]([O:44][C@@H:23]1[C@@H:22]([C@@:19]([OH:21])([CH3:20])[C:52]([F:55])([F:54])[F:53])[O:30][C@H:29]2[C@H:25]([N:26]=[C:27]([N:31]([CH3:39])[C:32](=[O:38])[O:33][C:34]([CH3:35])([CH3:36])[CH3:37])[S:28]2)[C@H:24]1[O:40][CH2:41][CH:42]=[CH2:43])[CH:46]=[CH2:47] |f:0.1|. Procedure: A mixture of TBAF (3.7 g, 14 mmol) and 4 Å molecule sieves in THF (200 mL) was stirred for 30 min at 0° C. followed by the addition of a solution of 118 (15 g, 35 mmol) and TMS-CF3 (20 g, 141 mmol) in THF (80 mL). After stirring for additional 12 hours at 25° C., additional TBAF (14 g, 54 mmol) was added, and the mixture was stirred for 1 hour. The reaction was quenched by brine (200 mL), extracted with ethyl acetate (3×150 mL), the organic layers combined, washed with brine (3×100 mL), dried ov... Reactants: [BH4-], [BH4-], CCOCC, CCOC(=O)C(Cc1ccc(C(F)(F)F)cc1)C(=O)c1cccc(Cl)n1, Cl, O, [Zn+2]. The product is CCOC(=O)C(Cc1ccc(C(F)(F)F)cc1)C(O)c1cccc(Cl)n1. RXN SMILES: [BH4-:34].[BH4-:36].[CH3:29][CH2:30][O:31][CH2:32][CH3:33].[Cl:1][c:2]1[cH:3][cH:4][cH:5][c:6]([C:8]([CH:9]([C:10](=[O:11])[O:12][CH2:13][CH3:14])[CH2:15][c:16]2[cH:17][cH:18][c:19]([C:22]([F:23])([F:24])[F:25])[cH:20][cH:21]2)=[O:26])[n:7]1.[ClH:27].[OH2:28].[Zn+2:35]>>[Cl:1][c:2]1[cH:3][cH:4][cH:5][c:6]([CH:8]([CH:9]([C:10](=[O:11])[O:12][CH2:13][CH3:14])[CH2:15][c:16]2[cH:17][cH:18][c:19]([C:22]([F:23])([F:24])[F:25])[cH:20][cH:21]2)[OH:26])[n:7]1. Starting materials: Cc1cccnc1, N#CCl, [Na+], [OH-]. The product is N#CCc1cccnc1. RXN SMILES: [CH3:4][c:5]1[cH:6][cH:7][cH:8][n:9][cH:10]1.[N:1]#[C:2][Cl:3].[Na+:12].[OH-:11]>>[N:1]#[C:2][CH2:4][c:5]1[cH:6][cH:7][cH:8][n:9][cH:10]1. Starting materials: COc1ccc(-n2nc(C(N)=O)c3c2C(=O)N(c2ccc(C(=NS(C)(=O)=O)N(C)C)cc2)CC3)cc1, CN(C)C=O, CC#N, O=C(Cl)C(=O)Cl, c1ccncc1. Yields the product COc1ccc(-n2nc(C#N)c3c2C(=O)N(c2ccc(C(=NS(C)(=O)=O)N(C)C)cc2)CC3)cc1. As a reaction SMILES: [CH3:12][N:13]([CH3:14])[C:15]([c:16]1[cH:17][cH:18][c:19]([N:22]2[C:23](=[O:42])[c:24]3[c:25]([c:28]([C:39](=[O:40])[NH2:41])[n:29][n:30]3-[c:31]3[cH:32][cH:33][c:34]([O:37][CH3:38])[cH:35][cH:36]3)[CH2:26][CH2:27]2)[cH:20][cH:21]1)=[N:43][S:44](=[O:45])(=[O:46])[CH3:47].[CH3:1][N:2]([CH3:3])[CH:4]=[O:5].[CH3:54][C:55]#[N:56].[Cl:6][C:7]([C:8]([Cl:9])=[O:10])=[O:11].[cH:48]1[cH:49][cH:50][n:51][cH:52][cH:53]1>>[CH3:12][N:13]([CH3:14])[C:15]([c:16]1[cH:17][cH:18][c:19]([N:22]2[C:23](=[O:42])[c:24]3[c:25]([c:28]([C:39]#[N:41])[n:29][n:30]3-[c:31]3[cH:32][cH:33][c:34]([O:37][CH3:38])[cH:35][cH:36]3)[CH2:26][CH2:27]2)[cH:20][cH:21]1)=[N:43][S:44](=[O:45])(=[O:46])[CH3:47]. Starting materials: CC(=O)Nc1ccc(CCOC(C)=O)cc1, CO, [Na+], [OH-]. Product: CC(=O)Nc1ccc(CCO)cc1. As a reaction SMILES: [C:1](=[O:2])([CH3:3])[O:4][CH2:5][CH2:6][c:7]1[cH:8][cH:9][c:10]([NH:13][C:14]([CH3:15])=[O:16])[cH:11][cH:12]1.[CH3:19][OH:20].[Na+:18].[OH-:17]>>[OH:4][CH2:5][CH2:6][c:7]1[cH:8][cH:9][c:10]([NH:13][C:14]([CH3:15])=[O:16])[cH:11][cH:12]1.